This data is from the Open Reaction Database (ORD), a public repository of structured organic reaction records. The task is: describe an organic reaction: reactants, conditions, products, and yield Reactants: S(=O)(=O)=C1CC(OC2=CC=CC=C12)C(=O)OC1=CC(=C(C(=O)OC)C=C1)OC (methyl 4-[4-sulfonylchromanoyloxy]-2-methoxybenzoate), O (H2O), O[Li].O (LiOH.H2O). The solvent is C1CCOC1 (THF). Reaction conditions: temperature 45 celsius. Yields the product S(=O)(=O)=C1CC(OC2=CC=CC=C12)C(=O)OC1=CC(=C(C(=O)O)C=C1)OC (4-[4-sulfonylchromanoyloxy]-2-methoxybenzoic acid). RXN SMILES: [S:1](=[C:4]1[C:13]2[C:8](=[CH:9][CH:10]=[CH:11][CH:12]=2)[O:7][CH:6]([C:14]([O:16][C:17]2[CH:26]=[CH:25][C:20]([C:21]([O:23]C)=[O:22])=[C:19]([O:27][CH3:28])[CH:18]=2)=[O:15])[CH2:5]1)(=[O:3])=[O:2].O.O[Li].O>C1COCC1>[S:1](=[C:4]1[C:13]2[C:8](=[CH:9][CH:10]=[CH:11][CH:12]=2)[O:7][CH:6]([C:14]([O:16][C:17]2[CH:26]=[CH:25][C:20]([C:21]([OH:23])=[O:22])=[C:19]([O:27][CH3:28])[CH:18]=2)=[O:15])[CH2:5]1)(=[O:2])=[O:3] |f:2.3|. Procedure details: To a stirred solution of methyl 4-[4-sulfonylchromanoyloxy]-2-methoxybenzoate (500 mg, 1.38 mmol) in THF:H2O (18 mL: 2 mL) was added LiOH.H2O (175 mg, 4.14 mmol). The reaction was heated to 45° C. over 12 h and then cooled to ambient temperature. The solvent was removed under reduced pressure. The crude solid was passed through a plug of silca gel packed in 50:50 MeOH:CH2Cl2 and eluted with same. The solvent was removed under reduced pressure to afford 4-[4-sulfonylchromanoyloxy]-2-methoxybenzoi... Reactants: CO, O=C(c1ccc2[nH]cnc2c1)N1CCCC2c3cc(C4=CCOCC4)ccc3CC21. Product: O=C(c1ccc2[nH]cnc2c1)N1CCCC2c3cc(C4CCOCC4)ccc3CC21. As a reaction SMILES: [CH3:31][OH:32].[nH:1]1[cH:2][n:3][c:4]2[c:5]1[cH:6][cH:7][c:8]([C:10](=[O:11])[N:12]1[CH:13]3[CH:14]([CH2:15][CH2:16][CH2:17]1)[c:18]1[cH:19][c:20]([C:25]4=[CH:30][CH2:29][O:28][CH2:27][CH2:26]4)[cH:21][cH:22][c:23]1[CH2:24]3)[cH:9]2>>[nH:1]1[cH:2][n:3][c:4]2[c:5]1[cH:6][cH:7][c:8]([C:10](=[O:11])[N:12]1[CH:13]3[CH:14]([CH2:15][CH2:16][CH2:17]1)[c:18]1[cH:19][c:20]([CH:25]4[CH2:26][CH2:27][O:28][CH2:29][CH2:30]4)[cH:21][cH:22][c:23]1[CH2:24]3)[cH:9]2.